Dataset: the Open Reaction Database (ORD), a public repository of structured organic reaction records. Task: describe an organic reaction: reactants, conditions, products, and yield Reactants: S1C2=C(C=C1C1(CCC1)C(CBr)=O)C=CC=C2 (1-[1-(benzo[b]thiophen-2-yl)cyclobutyl]-2-bromoethanone), N1C(NCC1)=S (imidazolidine-2-thione), C(C)O (ethanol). The solvent is C(C)(=O)O (acetic acid). Yields the product Br.S1C2=C(C=C1C1(CCC1)C=1N3C(SC1)=NCC3)C=CC=C2 (3-[1-(benzo[b]thiophen-2-yl)cyclobutyl]-5,6-dihydroimidazo[2,1-b]thiazole hydrobromide). The yield is 52.4%. RXN SMILES: [S:1]1[C:5]([C:6]2([C:10](=O)[CH2:11][Br:12])[CH2:9][CH2:8][CH2:7]2)=[CH:4][C:3]2[CH:14]=[CH:15][CH:16]=[CH:17][C:2]1=2.[NH:18]1[CH2:22][CH2:21][NH:20][C:19]1=[S:23].C(O)C>C(O)(=O)C>[BrH:12].[S:1]1[C:5]([C:6]2([C:10]3[N:20]4[CH2:21][CH2:22][N:18]=[C:19]4[S:23][CH:11]=3)[CH2:9][CH2:8][CH2:7]2)=[CH:4][C:3]2[CH:14]=[CH:15][CH:16]=[CH:17][C:2]1=2 |f:4.5|. Reported procedure: A mixture of 1-[1-(benzo[b]thiophen-2-yl)cyclobutyl]-2-bromoethanone (0.42 g), imidazolidine-2-thione (0.14 g), ethanol (15 ml) and acetic acid (10 ml) was heated under reflux for 18 hours then allowed to cool to ambient temperature. The solvents were removed in vacuo and the residue was triturated with ether (30 ml). The resulting solid was collected by filtration, dried in vacuo at 40° C. and crystallised from ethanol. The resulting product was collected by filtration, washed with ethanol (3 m...